The task is: describe an organic reaction: reactants, conditions, products, and yield. This data is from the Open Reaction Database (ORD), a public repository of structured organic reaction records. Starting materials: C(C)(C)(C)C=1C=C(C=C(C1O)C(C)(C)C)C=1N=C2SCCN2C1 (6-(3,5-di-tert-butyl-4-hydroxyphenyl)-2,3-dihydroimidazo[2,1-b]thiazole), N1CCOCC1 (morpholine), C=O (formaldehyde), C(C)(=O)O (acetic acid). As a reaction SMILES: [C:1]([C:5]1[CH:6]=[C:7]([C:16]2[N:17]=[C:18]3[N:22]([CH:23]=2)[CH2:21][CH2:20][S:19]3)[CH:8]=[C:9]([C:12]([CH3:15])([CH3:14])[CH3:13])[C:10]=1[OH:11])([CH3:4])([CH3:3])[CH3:2].[NH:24]1[CH2:29][CH2:28][O:27][CH2:26][CH2:25]1.C=O.[C:32](O)(=O)C>O1CCOCC1>[C:1]([C:5]1[CH:6]=[C:7]([C:16]2[N:17]=[C:18]3[N:22]([C:23]=2[CH2:32][N:24]2[CH2:29][CH2:28][O:27][CH2:26][CH2:25]2)[CH2:21][CH2:20][S:19]3)[CH:8]=[C:9]([C:12]([CH3:15])([CH3:14])[CH3:13])[C:10]=1[OH:11])([CH3:2])([CH3:3])[CH3:4]. Procedure: A mixture of 1.65 g of 6-(3,5-di-tert-butyl-4-hydroxyphenyl)-2,3-dihydroimidazo[2,1-b]thiazole, 1.8 g of morpholine, 1.7 g of an aqueous 35% formaldehyde solution, 1.5 ml of acetic acid, and 10 ml of dioxane was refluxed for 6 hours. The reaction mixture was concentrated udner reduced pressure and to the residue was added 20 ml of an aqueous 10% potassium carbonate to precipitate crystals, which were recovered by filtration and recrystallized from methanol to provide 0.85 g of 6-(3,5-di-tert-but... The product is C(C)(C)(C)C=1C=C(C=C(C1O)C(C)(C)C)C=1N=C2SCCN2C1CN1CCOCC1 (6-(3,5-di-tert-butyl-4-hydroxyphenyl)-5-morpholinomethyl-2,3-dihydroimidazo[2,1-b]thiazole). Solvent: O1CCOCC1 (dioxane). Product: C(C)(C)(C)C=1C=C(C=C(C1O)C(C)(C)C)C1=NN(C2=NC=CC=C21)C (3-(3,5-di-tertiary butyl-4-hydroxyphenyl)-1-methyl-1H-pyrazolo[3,4-b]pyridine). Reaction SMILES: Cl[C:2]1[N:24]=[CH:23][CH:22]=[CH:21][C:3]=1[C:4]([C:6]1[CH:11]=[C:10]([C:12]([CH3:15])([CH3:14])[CH3:13])[C:9]([OH:16])=[C:8]([C:17]([CH3:20])([CH3:19])[CH3:18])[CH:7]=1)=O.[CH3:25][NH:26][NH2:27]>N1C=CC=CC=1>[C:17]([C:8]1[CH:7]=[C:6]([C:4]2[C:3]3[C:2](=[N:24][CH:23]=[CH:22][CH:21]=3)[N:26]([CH3:25])[N:27]=2)[CH:11]=[C:10]([C:12]([CH3:14])([CH3:13])[CH3:15])[C:9]=1[OH:16])([CH3:18])([CH3:20])[CH3:19]. Starting materials: ClC1=C(C(=O)C2=CC(=C(C(=C2)C(C)(C)C)O)C(C)(C)C)C=CC=N1 (4-(2-chloronicotinoyl)-2,6-di-tertiary butylphenol), CNN (methylhydrazine). Procedure: A mixture of 30 g of 4-(2-chloronicotinoyl)-2,6-di-tertiary butylphenol, 15 g of methylhydrazine and 150 ml of pyridine is reacted and treated in a similar manner as Example 1, and the obtained crude crystals are recrystallized from ethanol to give 27.3 g of 3-(3,5-di-tertiary butyl-4-hydroxyphenyl)-1-methyl-1H-pyrazolo[3,4-b]pyridine as white crystals, melting at 152°-154° C. Isolated yield 93.3%. The solvent is N1=CC=CC=C1 (pyridine). The product is CC(C)C(C(=O)Cl)c1ccc(OC(F)F)cc1. Reaction SMILES: [CH:1]([CH3:2])([CH3:3])[CH:4]([C:5](=[O:6])[OH:7])[c:8]1[cH:9][cH:10][c:11]([O:14][CH:15]([F:16])[F:17])[cH:12][cH:13]1.[S:18]([Cl:19])([Cl:20])=[O:21].[cH:22]1[cH:23][cH:24][cH:25][cH:26][cH:27]1>>[CH:1]([CH3:2])([CH3:3])[CH:4]([C:5](=[O:6])[Cl:20])[c:8]1[cH:9][cH:10][c:11]([O:14][CH:15]([F:16])[F:17])[cH:12][cH:13]1. The reactants are CC(C)C(C(=O)O)c1ccc(OC(F)F)cc1, O=S(Cl)Cl, c1ccccc1. Starting materials: Cl (hydrochloric acid), O1CCCC1 (tetrahydrofuran), CON=C(C(=O)NC1[C@@H]2N(C(=C(CS2)CSC=2N=NN(N2)CC#C)C(=O)OC(C2=CC=CC=C2)C2=CC=CC=C2)C1=O)C=1N=C(SC1)NC=O (benzhydryl 7-[2-methoxyimino-2-(2-formamidothiazol-4-yl)acetamido]-3-[2-(2-propynyl)-2H-tetrazol-5-yl]thiomethyl-3-cephem-4-carboxylate). Solvent: CO (methanol). Run at time 3 hour. Product: CON=C(C(=O)NC1[C@@H]2N(C(=C(CS2)CSC=2N=NN(N2)CC#C)C(=O)OC(C2=CC=CC=C2)C2=CC=CC=C2)C1=O)C=1N=C(SC1)N (benzhydryl 7-[2-methoxyimino-2-(2-aminothiazol-4-yl)acetamido]-3-[2-(2-propynyl)-2H-tetrazol-5-yl]thiomethyl-3-cephem-4-carboxylate). Isolated yield 77.0%. As a reaction SMILES: [CH3:1][O:2][N:3]=[C:4]([C:43]1[N:44]=[C:45]([NH:48]C=O)[S:46][CH:47]=1)[C:5]([NH:7][CH:8]1[C:41](=[O:42])[N:10]2[C:11]([C:25]([O:27][CH:28]([C:35]3[CH:40]=[CH:39][CH:38]=[CH:37][CH:36]=3)[C:29]3[CH:34]=[CH:33][CH:32]=[CH:31][CH:30]=3)=[O:26])=[C:12]([CH2:15][S:16][C:17]3[N:18]=[N:19][N:20]([CH2:22][C:23]#[CH:24])[N:21]=3)[CH2:13][S:14][C@H:9]12)=[O:6].Cl.O1CCCC1>CO>[CH3:1][O:2][N:3]=[C:4]([C:43]1[N:44]=[C:45]([NH2:48])[S:46][CH:47]=1)[C:5]([NH:7][CH:8]1[C:41](=[O:42])[N:10]2[C:11]([C:25]([O:27][CH:28]([C:29]3[CH:30]=[CH:31][CH:32]=[CH:33][CH:34]=3)[C:35]3[CH:40]=[CH:39][CH:38]=[CH:37][CH:36]=3)=[O:26])=[C:12]([CH2:15][S:16][C:17]3[N:18]=[N:19][N:20]([CH2:22][C:23]#[CH:24])[N:21]=3)[CH2:13][S:14][C@H:9]12)=[O:6]. Reported procedure: To a mixture of benzhydryl 7-[2-methoxyimino-2-(2-formamidothiazol-4-yl)acetamido]-3-[2-(2-propynyl)-2H-tetrazol-5-yl]thiomethyl-3-cephem-4-carboxylate (syn isomer) (2.7 g) in methanol (19.0 ml) were added conc. hydrochloric acid (0.75 g) and tetrahydrofuran (10 ml) and the mixture was stirred for 3 hours at room temperature. After the evaporation of the reaction mixture, to the residue were added water and ethyl acetate and then the resulting mixture was adjusted to pH 7.0 with a saturated aque... Starting materials: C1CCOC1, O=c1cc(OCc2ccccc2)ccn1-c1ccc(OCCN2CCCCC2)cc1, [H][H]. Product: O=c1cc(O)ccn1-c1ccc(OCCN2CCCCC2)cc1. As a reaction SMILES: [CH2:1]1[O:2][CH2:3][CH2:4][CH2:5]1.[CH2:6]([c:7]1[cH:8][cH:9][cH:10][cH:11][cH:12]1)[O:13][c:14]1[cH:15][c:16](=[O:35])[n:17](-[c:20]2[cH:21][cH:22][c:23]([O:26][CH2:27][CH2:28][N:29]3[CH2:30][CH2:31][CH2:32][CH2:33][CH2:34]3)[cH:24][cH:25]2)[cH:18][cH:19]1.[H:36][H:37]>>[OH:13][c:14]1[cH:15][c:16](=[O:35])[n:17](-[c:20]2[cH:21][cH:22][c:23]([O:26][CH2:27][CH2:28][N:29]3[CH2:30][CH2:31][CH2:32][CH2:33][CH2:34]3)[cH:24][cH:25]2)[cH:18][cH:19]1. Starting materials: BrC1=CC=C(C=C1)NC(=O)NS(=O)(=O)C1=CC(=C(C(=C1)C)C)C (N-[[(4-bromophenyl)amino]carbonyl]-3,4,5-trimethylbenzenesulfonamide), ClC1=CC=C(C=C1)NC(=O)NS(=O)(=O)C1=CC(=C(C(=C1)Cl)N)Cl (N-[[(4-chlorophenyl)amino]carbonyl]-4-amino-3,5-dichlorobenzenesulfonamide), ClC1=CC=C(C=C1)NC(=O)NS(=O)(=O)C1=CC(=C(C(=C1)Br)NC)Br (N-[[(4-chlorophenyl)amino]carbonyl]-3,5-dibromo-4-(N-methylamino)benzenesulfonamide), ClC1=CC=C(C=C1)NC(=O)NS(=O)(=O)C1=CC(=C(C(=C1)Cl)Cl)Cl (N-[[(4-chlorophenyl)amino]carbonyl]-3,4,5-trichlorobenzene sulfonamide), ClC1=CC=C(C=C1)NC(=O)NS(=O)(=O)C1=CC(=C(C(=C1)C)OC)C (N-[[(4-chlorophenyl)amino]carbonyl]-3,5-dimethyl-4-methoxybenzenesulfonamide), ClC1=CC=C(C=C1)NC(=O)NS(=O)(=O)C1=CC(=C(C(=C1)OC)OC)OC (N-[[(4-chlorophenyl)amino]carbonyl]-3,4,5-trimethoxylbenzenesulfonamide), N-[[(4-chlorophenyl)amino]carbonyl]-4-(N,N,dimethylamino)3,5-dichlorobenzene-sulfonamide, FC(C1=CC=C(C=C1)NC(=O)NS(=O)(=O)C1=CC(=C(C(=C1)C)C)C)(F)F (N-[[(4-trifluoromethylpheny)amino]carbonyl]-3,4,5-trimethylbenzenesulfonamide), ClC=1C=C(C=CC1Cl)NC(=O)NS(=O)(=O)C1=CC(=C(C(=C1)C)C)C (N-[[(3,4-dichlorophenyl)amino]carbonyl]-3,4,5-trimethylbenzenesulfonamide), ClC1=CC=C(C=C1)NC(=O)NS(=O)(=O)C1=CC(=C(C(=C1)C)Cl)C (N-[[(4-chlorophenyl)amino]-carbonyl]-4-chloro-3,5-dimethylbenzenesulfonamide). The product is ClC1=CC=C(C=C1)NC(=O)NS(=O)(=O)C1=CC(=C(C(=C1)C)C)C (N-[[(4-chlorophenyl)amino]carbonyl]-3,4,5-trimethylbenzene sulfonamide). RXN SMILES: Br[C:2]1[CH:7]=[CH:6][C:5]([NH:8][C:9]([NH:11][S:12]([C:15]2[CH:20]=[C:19]([CH3:21])[C:18]([CH3:22])=[C:17]([CH3:23])[CH:16]=2)(=[O:14])=[O:13])=[O:10])=[CH:4][CH:3]=1.FC(F)(F)C1C=CC(NC(NS(C2C=C(C)C(C)=C(C)C=2)(=O)=O)=O)=CC=1.[Cl:50]C1C=C(NC(NS(C2C=C(C)C(C)=C(C)C=2)(=O)=O)=O)C=CC=1Cl.ClC1C=CC(NC(NS(C2C=C(Cl)C(Cl)=C(Cl)C=2)(=O)=O)=O)=CC=1.ClC1C=CC(NC(NS(C2C=C(Cl)C(N)=C(Cl)C=2)(=O)=O)=O)=CC=1.ClC1C=CC(NC(NS(C2C=C(C)C(Cl)=C(C)C=2)(=O)=O)=O)=CC=1.ClC1C=CC(NC(NS(C2C=C(C)C(OC)=C(C)C=2)(=O)=O)=O)=CC=1.ClC1C=CC(NC(NS(C2C=C(OC)C(OC)=C(OC)C=2)(=O)=O)=O)=CC=1.ClC1C=CC(NC(NS(C2C=C(Br)C(NC)=C(Br)C=2)(=O)=O)=O)=CC=1>>[Cl:50][C:2]1[CH:7]=[CH:6][C:5]([NH:8][C:9]([NH:11][S:12]([C:15]2[CH:20]=[C:19]([CH3:21])[C:18]([CH3:22])=[C:17]([CH3:23])[CH:16]=2)(=[O:14])=[O:13])=[O:10])=[CH:4][CH:3]=1. Reported procedure: N-[[(4-bromophenyl)amino]carbonyl]-3,4,5-trimethylbenzenesulfonamide; N-[[(4-trifluoromethylpheny)amino]carbonyl]-3,4,5-trimethylbenzenesulfonamide; N-[[(3,4-dichlorophenyl)amino]carbonyl]-3,4,5-trimethylbenzenesulfonamide; N-[[(4-chlorophenyl)amino]carbonyl]-3,4,5-trichlorobenzene sulfonamide; N-[[(4-chlorophenyl)amino]carbonyl]-4-amino-3,5-dichlorobenzenesulfonamide; N-[[(4-chlorophenyl)amino]-carbonyl]-4-chloro-3,5-dimethylbenzenesulfonamide; N-[[(4-chlorophenyl)amino]carbonyl]-4-(N,N,dimethy...